Dataset: the Open Reaction Database (ORD), a public repository of structured organic reaction records. Task: describe an organic reaction: reactants, conditions, products, and yield Starting materials: O=C[C@H](O)[C@@H](O)[C@H](O)[C@H](O)CO (D-glucose), I (hydriodic acid), C1(CCCCC1)=O (cyclohexanone). Solvent: ClCCl (dichloromethane). Run at temperature 65 celsius, time 8 hour. Product: C1CCC2(CC1)OCC(O2)[C@@H]3[C@@H]([C@@H]4[C@H](O3)OC5(O4)CCCCC5)O (1,2:5,6-di-O-cyclohexylidene-α-D-glucofuranose). Isolated yield 77.8%. RXN SMILES: [C:1]1(=[O:7])[CH2:6][CH2:5][CH2:4][CH2:3][CH2:2]1.O=[CH:9][C@@H:10]([C@H:12]([C@@H:14]([C@@H:16]([CH2:18][OH:19])[OH:17])[OH:15])[OH:13])[OH:11].I>ClCCl>[CH2:4]1[CH2:5][CH2:6][C:1]2([O:11][CH:10]([C@H:12]3[O:13][C@@H:18]4[O:19][C:1]5([CH2:6][CH2:5][CH2:4][CH2:3][CH2:2]5)[O:17][C@@H:16]4[C@H:14]3[OH:15])[CH2:9][O:7]2)[CH2:2][CH2:3]1. Procedure: To a mixture of 150 ml of cyclohexanone and 120 ml of dichloromethane were added 10.0 g of D-glucose and 175 mg of hydriodic acid (57%) and the mixture was refluxed with stirring in a water bath at 65° C. for 8 hours. During this reaction, the refluxing solvent was dried with 20 g of Molecular Sieves 3A interposed between the reaction vessel and the cooling jacket. The reaction mixture was diluted with chloroform, washed with aqueous sodium bicarbonate and water and dried over anhydrous magnesiu... Reactants: ClC=1C=C2C(N(C(NC2=CC1)=O)CCCl)C1=CC=CC=C1 (6-chloro-3-(2-chloroethyl)-3,4-dihydro-4-phenyl-2(1H)-quinazolinone), FC1=CC=C(C=C1)C(=O)C1CCNCC1 ((4-fluorophenyl) (4-piperidinyl)methanone). The solvent is C(C)O (ethanol). Product: ClC=1C=C2C(N(C(NC2=CC1)=O)CCN1CCC(CC1)C(C1=CC=C(C=C1)F)=O)C1=CC=CC=C1 (6-chloro-3-[2-[4-(4-fluorobenzoyl)-1-piperidinyl]ethyl]-3,4-dihydro-4-phenyl-2(1H)-quinazolinone). Isolated yield 57.0%. Reaction SMILES: [Cl:1][C:2]1[CH:3]=[C:4]2[C:9](=[CH:10][CH:11]=1)[NH:8][C:7](=[O:12])[N:6]([CH2:13][CH2:14]Cl)[CH:5]2[C:16]1[CH:21]=[CH:20][CH:19]=[CH:18][CH:17]=1.[F:22][C:23]1[CH:28]=[CH:27][C:26]([C:29]([CH:31]2[CH2:36][CH2:35][NH:34][CH2:33][CH2:32]2)=[O:30])=[CH:25][CH:24]=1>C(O)C>[Cl:1][C:2]1[CH:3]=[C:4]2[C:9](=[CH:10][CH:11]=1)[NH:8][C:7](=[O:12])[N:6]([CH2:13][CH2:14][N:34]1[CH2:35][CH2:36][CH:31]([C:29](=[O:30])[C:26]3[CH:25]=[CH:24][C:23]([F:22])=[CH:28][CH:27]=3)[CH2:32][CH2:33]1)[CH:5]2[C:16]1[CH:21]=[CH:20][CH:19]=[CH:18][CH:17]=1. Reported procedure: A mixture of 5.8 parts of 6-chloro-3-(2-chloroethyl)-3,4-dihydro-4-phenyl-2(1H)-quinazolinone, 7.4 parts of (4-fluorophenyl) (4-piperidinyl)methanone and 56 parts of ethanol is stirred and refluxed overnight. The reaction mixture is evaporated. The residue is purified by column-chromatography over silica gel using a mixture of trichloromethane and methanol (95:5 by volume) as eluent. The pure fractions are collected and the eluent is evaporated. The oily residue solidifies on triturating in 2,2'... Reaction conditions: temperature 0 celsius, time 10 minute. Procedure details: A solution of oxalyl chloride (0.229 mL, 2.71 mmol) in DCM (5 mL) was cooled to −78° C. and DMSO (0.395 mL, 5.572 mmol) was added dropwise. The mixture was stirred for 10 min at that temperature and a suspension of (S)-3-(2,3-dihydro-benzo[1,4]dioxin-6-yl)-5-hydroxymethyl-oxazolidin-2-one (400 mg, 1.59 mmol) in DCM (6 mL) was then added dropwise within 1 min. Stirring was continued for 20 min. TEA (0.665 mL, 4.78 mmol) was added and the mixture was stirred for 5 min, and then allowed to warm to ... Yields the product O1CCOC2=C1C=CC(=C2)N2C(O[C@@H](C2)C=O)=O ((S)-3-(2,3-dihydro-benzo[1,4]dioxin-6-yl)-2-oxo-oxazolidine-5-carbaldehyde). Run in C(Cl)Cl (DCM), C(Cl)Cl (DCM). Reaction SMILES: C(Cl)(=O)C(Cl)=O.CS(C)=O.[O:11]1[C:16]2[CH:17]=[CH:18][C:19]([N:21]3[CH2:25][C@@H:24]([CH2:26][OH:27])[O:23][C:22]3=[O:28])=[CH:20][C:15]=2[O:14][CH2:13][CH2:12]1>C(Cl)Cl>[O:11]1[C:16]2[CH:17]=[CH:18][C:19]([N:21]3[CH2:25][C@@H:24]([CH:26]=[O:27])[O:23][C:22]3=[O:28])=[CH:20][C:15]=2[O:14][CH2:13][CH2:12]1. Reactants: O1CCOC2=C1C=CC(=C2)N2C(O[C@@H](C2)CO)=O ((S)-3-(2,3-dihydro-benzo[1,4]dioxin-6-yl)-5-hydroxymethyl-oxazolidin-2-one), TEA, C(C(=O)Cl)(=O)Cl (oxalyl chloride), CS(=O)C (DMSO). Starting materials: COC(C1=CN=C(C(=C1)Br)Cl)=O (5-bromo-6-chloro-nicotinic acid methylester), N[C@H]1[C@@H](CCCC1)O ((1R,2R)-2-amino-cyclohexanol), FC(CO)(F)F (2,2,2-trifluoro-ethanol), FC(OC1=CC=C(C=C1)B(O)O)(F)F (4-trifluoromethoxyphenyl-boronic acid). Product: O[C@H]1[C@@H](CCCC1)NC(C1=CN=C(C(=C1)C1=CC=C(C=C1)OC(F)(F)F)OCC(F)(F)F)=O (N-((1R,2R)-2-Hydroxy-cyclohexyl)-6-(2,2,2-trifluoro-ethoxy)-5-(4-trifluoromethoxy-phenyl)-nicotinamide). Reaction SMILES: CO[C:3](=[O:12])[C:4]1[CH:9]=[C:8](Br)[C:7](Cl)=[N:6][CH:5]=1.[F:13][C:14]([F:18])([F:17])[CH2:15][OH:16].[F:19][C:20]([F:32])([F:31])[O:21][C:22]1[CH:27]=[CH:26][C:25](B(O)O)=[CH:24][CH:23]=1.[NH2:33][C@@H:34]1[CH2:39][CH2:38][CH2:37][CH2:36][C@H:35]1[OH:40]>>[OH:40][C@@H:35]1[CH2:36][CH2:37][CH2:38][CH2:39][C@H:34]1[NH:33][C:3](=[O:12])[C:4]1[CH:9]=[C:8]([C:25]2[CH:26]=[CH:27][C:22]([O:21][C:20]([F:32])([F:31])[F:19])=[CH:23][CH:24]=2)[C:7]([O:16][CH2:15][C:14]([F:18])([F:17])[F:13])=[N:6][CH:5]=1. Procedure details: The title compound was synthesized in analogy to the procedure described for the preparation of Example 11, using 5-bromo-6-chloro-nicotinic acid methylester, 2,2,2-trifluoro-ethanol (commercially available), 4-trifluoromethoxyphenyl-boronic acid (commercially available) and (1R,2R)-2-amino-cyclohexanol (commercially available) as starting materials. MS (m/e): 479 (MH+). Conditions: temperature -78 celsius, time 45 minute. Procedure: To acetic acid 2-cyclopentyl-4-(2,3-dimethyl-naphtho[2,3-b]thiophen-4-yl)-phenyl ester (2.9 g, 7.7 mmol) in anhydrous methylene chloride (68 mL) was added ferric chloride (66 mg, 0.41 mmol). The reaction mixture was placed under nitrogen and cooled to −78° C. The reaction mixture was protected from light and a solution of bromine (0.44 mL, 8.5 mmol) in anhydrous methylene chloride (11 mL) was added dropwise over a period of 15 min. After stirring at −78° C. for 45 min the reaction was quenched w... The yield is 71.1%. Reaction SMILES: [CH:1]1([C:6]2[CH:11]=[C:10]([C:12]3[C:24]4[C:23]([CH3:25])=[C:22]([CH3:26])[S:21][C:20]=4[CH:19]=[C:18]4[C:13]=3[CH:14]=[CH:15][CH:16]=[CH:17]4)[CH:9]=[CH:8][C:7]=2[O:27][C:28](=[O:30])[CH3:29])[CH2:5][CH2:4][CH2:3][CH2:2]1.[Br:31]Br>C(Cl)Cl>[CH:1]1([C:6]2[CH:11]=[C:10]([C:12]3[C:24]4[C:23]([CH3:25])=[C:22]([CH3:26])[S:21][C:20]=4[C:19]([Br:31])=[C:18]4[C:13]=3[CH:14]=[CH:15][CH:16]=[CH:17]4)[CH:9]=[CH:8][C:7]=2[O:27][C:28](=[O:30])[CH3:29])[CH2:2][CH2:3][CH2:4][CH2:5]1. Reactants: C1(CCCC1)C1=C(C=CC(=C1)C1=C2C=CC=CC2=CC=2SC(=C(C21)C)C)OC(C)=O (acetic acid 2-cyclopentyl-4-(2,3-dimethyl-naphtho[2,3-b]thiophen-4-yl)-phenyl ester), ferric chloride, BrBr (bromine). The solvent is C(Cl)Cl (methylene chloride), C(Cl)Cl (methylene chloride). Yields the product C1(CCCC1)C1=C(C=CC(=C1)C1=C2C=CC=CC2=C(C=2SC(=C(C21)C)C)Br)OC(C)=O (Acetic acid 2-cyclopentyl-4-(9-bromo-2,3-dimethyl-naphtho[2,3-b]thiophen-4-yl)-phenyl ester).